This data is from the Open Reaction Database (ORD), a public repository of structured organic reaction records. The task is: describe an organic reaction: reactants, conditions, products, and yield The reactants are C(CC)I (propyl iodide), C([O-])([O-])=O.[K+].[K+] (potassium carbonate), C(CC1=CC=CC=C1)NCCC1=CC(=CC=C1)OC (N-phenethyl-3-methoxyphenethylamine). Run in CC(=O)C (acetone). Conditions: time 5 hour. Yields the product C(CC1=CC=CC=C1)N(CCC)CCC1=CC(=CC=C1)OC (N-phenethyl-N-propyl-3-methoxyphenethylamine). Reaction SMILES: [CH2:1](I)[CH2:2][CH3:3].C(=O)([O-])[O-].[K+].[K+].[CH2:11]([NH:19][CH2:20][CH2:21][C:22]1[CH:27]=[CH:26][CH:25]=[C:24]([O:28][CH3:29])[CH:23]=1)[CH2:12][C:13]1[CH:18]=[CH:17][CH:16]=[CH:15][CH:14]=1>CC(C)=O>[CH2:11]([N:19]([CH2:20][CH2:21][C:22]1[CH:27]=[CH:26][CH:25]=[C:24]([O:28][CH3:29])[CH:23]=1)[CH2:1][CH2:2][CH3:3])[CH2:12][C:13]1[CH:14]=[CH:15][CH:16]=[CH:17][CH:18]=1 |f:1.2.3|. Procedure: 1.1 ml of propyl iodide and 1.1 g of potassium carbonate were added to a solution of 1.1 g of the product of Step A in 15 ml of acetone and the mixture was refluxed with stirring for 5 hours. The acetone was distilled under reduced pressure and 50 ml of water were added thereto. The mixture was extracted 3 times with 20 ml of methylene chloride and the combined organic phases were washed with 70 ml of aqueous sodium chloride solution. The organic phases were dried over magnesium sulfate, filtere...